This data is from the Open Reaction Database (ORD), a public repository of structured organic reaction records. The task is: describe an organic reaction: reactants, conditions, products, and yield Procedure: First, 8.20 g (115 mmol) of crotonaldehyde and 9.55 g (57.2 mmol) of benzenesulfonyl cyanide were introduced to the same reaction vessel as in Example 1. Toluene (15 ml) was added as the solvent, and 1.33 g (5.78 mmol) of tributyl borate was added. Then the mixture was heated under reflux for 3 hours while agitating at an internal temperature of 110° C. in a nitrogen atmosphere, separating and removing water that was produced. After this solution was cooled to room temperature, the low-boiling c... Reactants: B(OCCCC)(OCCCC)OCCCC (tributyl borate), C(\C=C\C)=O (crotonaldehyde), C1(=CC=CC=C1)S(=O)(=O)C#N (benzenesulfonyl cyanide). Conditions: temperature 110 celsius. Product: C1(=CC=CC=C1)S(=O)(=O)C1=NC=CC=C1 (2-benzenesulfonylpyridine). The yield is 86.9%. Reaction SMILES: [CH:1](=O)/[CH:2]=[CH:3]/[CH3:4].[C:6]1([S:12]([C:15]#[N:16])(=[O:14])=[O:13])[CH:11]=[CH:10][CH:9]=[CH:8][CH:7]=1.B(OCCCC)(OCCCC)OCCCC>C1(C)C=CC=CC=1>[C:6]1([S:12]([C:15]2[CH:4]=[CH:3][CH:2]=[CH:1][N:16]=2)(=[O:13])=[O:14])[CH:7]=[CH:8][CH:9]=[CH:10][CH:11]=1. Run in C1(=CC=CC=C1)C (Toluene).